Dataset: the Open Reaction Database (ORD), a public repository of structured organic reaction records. Task: describe an organic reaction: reactants, conditions, products, and yield The reactants are C=O (formaldehyde), C([O-])([O-])=O.[K+].[K+] (potassium carbonate), NCCC1=CC2=C(S1)C=CC(=C2)C=2N=NN(N2)C ((2-aminoethyl)-5-(2-methyltetrazol-5-yl)benzo[b]thiophene), C(#N)[BH3-].[Na+] (sodium cyanoborohydride), C(C)(=O)O (acetic acid). Run in CO (methanol), CO (methanol). Reaction conditions: time 3 hour. The product is CN(C)CCC=1C2=C(SC1)C=CC(=C2)C=2N=NN(N2)C (3-[2-(N,N-Dimethylamino)ethyl]-5-(2-methyltetrazol-5-yl)benzo[b]thiophene). Isolated yield 81.0%. RXN SMILES: NCC[C:4]1[S:8][C:7]2[CH:9]=[CH:10][C:11]([C:13]3[N:14]=[N:15][N:16]([CH3:18])[N:17]=3)=[CH:12][C:6]=2[CH:5]=1.[C:19]([BH3-])#[N:20].[Na+].[C:23](O)(=O)[CH3:24].C=O.[C:29](=O)([O-])[O-].[K+].[K+]>CO>[CH3:29][N:20]([CH2:23][CH2:24][C:5]1[C:6]2[CH:12]=[C:11]([C:13]3[N:14]=[N:15][N:16]([CH3:18])[N:17]=3)[CH:10]=[CH:9][C:7]=2[S:8][CH:4]=1)[CH3:19] |f:1.2,5.6.7|. Reported procedure: To a mixture of -(2-aminoethyl)-5-(2-methyltetrazol-5-yl)benzo[b]thiophene (0.372 g, 1.43 mmol) and sodium cyanoborohydride (0.136 g, 2.15 mmol) in methanol (3 ml) and acetic acid (0.247 ml, 4.30 mmol) cooled in an ice bath was added 38% w/v formaldehyde solution (0.453 ml, 5.74 mmol) in methanol (3 ml) dropwise over 5 min and the mixture was stirred at room temperature for 3 h. After this time, saturated potassium carbonate solution (30 ml) was added and the mixture was extracted with ethyl ace... Starting materials: ClCCC(=O)N(CC)C=1C(=NN(C1)C=1C=NC=CC1)Cl (3-chloro-N-(3-chloro-1-(pyridin-3-yl)-1H-pyrazol-4-yl)-N-ethylpropan amide), [I-].[Na+] (sodium iodide). Solvent: CC(=O)C (acetone). The product is ClC1=NN(C=C1N(C(CCI)=O)CC)C=1C=NC=CC1 (N-(3-chloro-1-(pyridin-3-yl)-1H-pyrazol-4-yl)-N-ethyl-3-iodopropanamide). The yield is 56.1%. RXN SMILES: Cl[CH2:2][CH2:3][C:4]([N:6]([C:9]1[C:10]([Cl:20])=[N:11][N:12]([C:14]2[CH:15]=[N:16][CH:17]=[CH:18][CH:19]=2)[CH:13]=1)[CH2:7][CH3:8])=[O:5].[I-:21].[Na+]>CC(C)=O>[Cl:20][C:10]1[C:9]([N:6]([CH2:7][CH3:8])[C:4](=[O:5])[CH2:3][CH2:2][I:21])=[CH:13][N:12]([C:14]2[CH:15]=[N:16][CH:17]=[CH:18][CH:19]=2)[N:11]=1 |f:1.2|. Procedure: To 3-chloro-N-(3-chloro-1-(pyridin-3-yl)-1H-pyrazol-4-yl)-N-ethylpropan amide (0.500 g, 1.60 mmol) in acetone (8 mL) was added sodium iodide (0.359 g, 2.40 mmol). The reaction was heated to reflux for 24 hours. The reaction product was filtered and concentrated to provide N-(3-chloro-1-(pyridin-3-yl)-1H-pyrazol-4-yl)-N-ethyl-3-iodopropanamide (0.363 g, 0.898 mmol), which was used immediately without further purification. To 3-(but-3-en-1-yl)pyrrolidin-2-one (0.125 g, 0.898 mmol) dissolved in DMF... The reactants are O=Cc1occc1Br, [Na+], O=C([O-])O, O, OCCO, Cc1ccc(S(=O)(=O)O)cc1, c1ccccc1. Product: Brc1ccoc1C1OCCO1. Reaction SMILES: [Br:1][c:2]1[c:3]([CH:7]=[O:8])[o:4][cH:5][cH:6]1.[Na+:29].[O-:25][C:26]([OH:27])=[O:28].[OH2:13].[OH:9][CH2:10][CH2:11][OH:12].[c:14]1([CH3:15])[cH:16][cH:17][c:18]([S:19]([OH:20])(=[O:21])=[O:22])[cH:23][cH:24]1.[cH:30]1[cH:31][cH:32][cH:33][cH:34][cH:35]1>>[Br:1][c:2]1[c:3]([CH:7]2[O:8][CH2:11][CH2:10][O:9]2)[o:4][cH:5][cH:6]1. Reactants: ClC1=CC=C(C=C1)C=1C(N(C=C2SC3=C(NC21)C=CC=C3)CO)=O (4-(4-chlorophenyl)-2-(hydroxymethyl)-5H-pyrido[3,4-b][1,4]benzothiazin-3(2H)-one), C(CCCCCCCCCCCCCCC)(=O)Cl (hexadecanoyl chloride). Run in N1=CC=CC=C1 (pyridine). Conditions: time 45 minute. Product: ClC1=CC=C(C=C1)C=1C(N(C=C2SC3=C(NC21)C=CC=C3)COC(CCCCCCCCCCCCCCC)=O)=O (4-(4-chlorophenyl)-2-[(1-oxohexadecyloxy)methyl]-5H-pyrido[3,4-b][1,4]benzothiazin-3(2H)-one). The yield is 34.0%. Reaction SMILES: [Cl:1][C:2]1[CH:7]=[CH:6][C:5]([C:8]2[C:9](=[O:24])[N:10]([CH2:22][OH:23])[CH:11]=[C:12]3[C:17]=2[NH:16][C:15]2[CH:18]=[CH:19][CH:20]=[CH:21][C:14]=2[S:13]3)=[CH:4][CH:3]=1.[C:25](Cl)(=[O:41])[CH2:26][CH2:27][CH2:28][CH2:29][CH2:30][CH2:31][CH2:32][CH2:33][CH2:34][CH2:35][CH2:36][CH2:37][CH2:38][CH2:39][CH3:40]>N1C=CC=CC=1>[Cl:1][C:2]1[CH:7]=[CH:6][C:5]([C:8]2[C:9](=[O:24])[N:10]([CH2:22][O:23][C:25](=[O:41])[CH2:26][CH2:27][CH2:28][CH2:29][CH2:30][CH2:31][CH2:32][CH2:33][CH2:34][CH2:35][CH2:36][CH2:37][CH2:38][CH2:39][CH3:40])[CH:11]=[C:12]3[C:17]=2[NH:16][C:15]2[CH:18]=[CH:19][CH:20]=[CH:21][C:14]=2[S:13]3)=[CH:4][CH:3]=1. Procedure details: To 3.0 g. of 4-(4-chlorophenyl)-2-(hydroxymethyl)-5H-pyrido[3,4-b][1,4]benzothiazin-3(2H)-one (8.4 mmol.) suspended in 30 ml. of pyridine at 0° C. was added dropwise 2.5 ml. of hexadecanoyl chloride (10.9 mmol.). After stirring for 45 minutes, the mixture was poured onto ice-water and allowed to stand for 16 hours at room temperature, resulting in the formation of a yellow precipitate. The precipitate was collected, washed with water and air-dried, then purified using flash chromatography on sil... Reactants: BrCCOc1ccccc1, CC1CNCCC1(C)c1cccc(-c2c[nH]nn2)c1, CN(C)C=O, [Na+], O=C([O-])O. The product is CC1CN(CCOc2ccccc2)CCC1(C)c1cccc(-c2c[nH]nn2)c1. Reaction SMILES: [Br:20][CH2:21][CH2:22][O:23][c:24]1[cH:25][cH:26][cH:27][cH:28][cH:29]1.[CH3:1][CH:2]1[CH2:3][NH:4][CH2:5][CH2:6][C:7]1([c:8]1[cH:9][c:10](-[c:14]2[n:15][n:16][nH:17][cH:18]2)[cH:11][cH:12][cH:13]1)[CH3:19].[CH3:35][N:36]([CH3:37])[CH:38]=[O:39].[Na+:30].[OH:31][C:32](=[O:33])[O-:34]>>[CH3:1][CH:2]1[CH2:3][N:4]([CH2:21][CH2:22][O:23][c:24]2[cH:25][cH:26][cH:27][cH:28][cH:29]2)[CH2:5][CH2:6][C:7]1([c:8]1[cH:9][c:10](-[c:14]2[n:15][n:16][nH:17][cH:18]2)[cH:11][cH:12][cH:13]1)[CH3:19]. The product is BrC1=C(SC2=C1NC(=C2C#N)C(=O)OCC)C (Ethyl 3-bromo-6-cyano-2-methyl-4H-thieno[3,2-b]pyrrole-5-carboxylate). The solvent is C(Cl)(Cl)Cl (chloroform). Reaction conditions: time 1 hour. Reactants: C(O)([O-])=O.[Na+] (sodium hydrogen carbonate), C(#N)C=1C2=C(NC1C(=O)OCC)C=C(S2)C (Ethyl 6-cyano-2-methyl-4H-thieno[3,2-b]pyrrole-5-carboxylate), BrN1C(CCC1=O)=O (N-Bromosuccinimide), C(C)(=O)O (acetic acid). Yield: 49.9%. Procedure details: Ethyl 6-cyano-2-methyl-4H-thieno[3,2-b]pyrrole-5-carboxylate (0.3 g), N-Bromosuccinimide (0.24 g) and acetic acid (2.5 mL) were dissolved in chloroform (5.0 mL) and the mixture was stirred at room temperature for 1 hour. To the reaction solution was added saturated sodium hydrogen carbonate aqueous solution. The organic layer was separated and concentrated under reduced pressure. The obtained residue was washed with diethyl ether, and dried under reduced pressure to give the title compound (0.20... RXN SMILES: [C:1]([C:3]1[C:4]2[S:15][C:14]([CH3:16])=[CH:13][C:5]=2[NH:6][C:7]=1[C:8]([O:10][CH2:11][CH3:12])=[O:9])#[N:2].[Br:17]N1C(=O)CCC1=O.C(O)(=O)C.C(=O)([O-])O.[Na+]>C(Cl)(Cl)Cl>[Br:17][C:13]1[C:5]2[NH:6][C:7]([C:8]([O:10][CH2:11][CH3:12])=[O:9])=[C:3]([C:1]#[N:2])[C:4]=2[S:15][C:14]=1[CH3:16] |f:3.4|.